This data is from the Open Reaction Database (ORD), a public repository of structured organic reaction records. The task is: describe an organic reaction: reactants, conditions, products, and yield Reactants: [Br-], O=C(c1cccnc1)c1cccs1, O=C(O)CCCCC[P+](c1ccccc1)(c1ccccc1)c1ccccc1, CS(C)=O, [H-], [Na+], O. Yields the product O=C(O)CCCCC=C(c1cccnc1)c1cccs1. As a reaction SMILES: [Br-:7].[C:35]([c:36]1[cH:37][n:38][cH:39][cH:40][cH:41]1)(=[O:42])[c:43]1[s:44][cH:45][cH:46][cH:47]1.[C:8](=[O:9])([OH:10])[CH2:11][CH2:12][CH2:13][CH2:14][CH2:15][P+:16]([c:17]1[cH:18][cH:19][cH:20][cH:21][cH:22]1)([c:23]1[cH:24][cH:25][cH:26][cH:27][cH:28]1)[c:29]1[cH:30][cH:31][cH:32][cH:33][cH:34]1.[CH3:3][S:4](=[O:5])[CH3:6].[H-:1].[Na+:2].[OH2:48]>>[C:8](=[O:9])([OH:10])[CH2:11][CH2:12][CH2:13][CH2:14][CH:15]=[C:35]([c:36]1[cH:37][n:38][cH:39][cH:40][cH:41]1)[c:43]1[s:44][cH:45][cH:46][cH:47]1.